The task is: describe an organic reaction: reactants, conditions, products, and yield. This data is from the Open Reaction Database (ORD), a public repository of structured organic reaction records. Reactants: [Si](C)(C)(C(C)(C)C)O[C@H]1CC(CC2=CC[C@H]3[C@@H]4CC[C@@H]([C@@]4(C)CC[C@@H]3[C@@]12C)CO)O[Si](C)(C)C(C)(C)C (1α,3-bis(tert-butyldimethylsilyloxy)-17β-(hydroxymethyl)androst-5-ene), CN(C(C=C)=O)C (N,N-dimethylacrylamide), [H-].[Na+] (sodium hydride), C1COCCOCCOCCOCCO1 (15-crown-5), [Cl-].[NH4+] (ammonium chloride). Solvent: O1CCCC1 (tetrahydrofuran). Yields the product [Si](C)(C)(C(C)(C)C)O[C@H]1C[C@@H](CC2=CC[C@H]3[C@@H]4CC[C@@H]([C@@]4(C)CC[C@@H]3[C@@]12C)COCCC(=O)N(C)C)O[Si](C)(C)C(C)(C)C (1α,3β-bis(tert-butyldimethylsilyloxy)-17β-(N,N-dimethylaminocarbonylethoxymethyl)androst-5-ene). Yield: 60.8%. RXN SMILES: [Si:1]([O:8][C@@H:9]1[C@@:26]2([CH3:27])[C:13](=[CH:14][CH2:15][C@@H:16]3[C@@H:25]2[CH2:24][CH2:23][C@@:21]2([CH3:22])[C@H:17]3[CH2:18][CH2:19][C@@H:20]2[CH2:28][OH:29])[CH2:12][CH:11]([O:30][Si:31]([C:34]([CH3:37])([CH3:36])[CH3:35])([CH3:33])[CH3:32])[CH2:10]1)([C:4]([CH3:7])([CH3:6])[CH3:5])([CH3:3])[CH3:2].[CH3:38][N:39]([CH3:44])[C:40](=[O:43])[CH:41]=[CH2:42].[H-].[Na+].C1OCCOCCOCCOCCOC1.[Cl-].[NH4+]>O1CCCC1>[Si:1]([O:8][C@@H:9]1[C@@:26]2([CH3:27])[C:13](=[CH:14][CH2:15][C@@H:16]3[C@@H:25]2[CH2:24][CH2:23][C@@:21]2([CH3:22])[C@H:17]3[CH2:18][CH2:19][C@@H:20]2[CH2:28][O:29][CH2:42][CH2:41][C:40]([N:39]([CH3:44])[CH3:38])=[O:43])[CH2:12][C@@H:11]([O:30][Si:31]([C:34]([CH3:37])([CH3:36])[CH3:35])([CH3:32])[CH3:33])[CH2:10]1)([C:4]([CH3:7])([CH3:6])[CH3:5])([CH3:3])[CH3:2] |f:2.3,5.6|. Procedure: To 1α,3-bis(tert-butyldimethylsilyloxy)-17β-(hydroxymethyl)androst-5-ene (18.4 g), was added N,N-dimethylacrylamide (9.95 g), sodium hydride (60% in oil, 2.0 g), 15-crown-5 (2.2 g) and tetrahydrofuran (73.5 ml), followed by reaction at 0° C. for 8 hours. After stopping the reaction by adding a saturated aqueous ammonium chloride solution, the organic layer was washed with a saturated aqueous sodium bicarbonate solution and saturated brine, dried over anhydrous magnesium sulfate and evaporated un... Starting materials: NC1=C(C#N)C=CC=N1 (2-Aminonicotinonitrile), C(C1=CC=CC=C1)N1N=NN=C1C(=O)Cl (1-benzyl-1H-tetrazole-5-carbonyl chloride). Run in N1=CC=CC=C1 (pyridine). Product: C(C1=CC=CC=C1)N1N=NN=C1C(=O)NC1=NC=CC=C1C#N (1-benzyl-N-(3-cyano-2-pyridyl)-1H-tetrazole-5-carboxamide). As a reaction SMILES: [NH2:1][C:2]1[N:9]=[CH:8][CH:7]=[CH:6][C:3]=1[C:4]#[N:5].[CH2:10]([N:17]1[C:21]([C:22](Cl)=[O:23])=[N:20][N:19]=[N:18]1)[C:11]1[CH:16]=[CH:15][CH:14]=[CH:13][CH:12]=1>N1C=CC=CC=1>[CH2:10]([N:17]1[C:21]([C:22]([NH:1][C:2]2[C:3]([C:4]#[N:5])=[CH:6][CH:7]=[CH:8][N:9]=2)=[O:23])=[N:20][N:19]=[N:18]1)[C:11]1[CH:12]=[CH:13][CH:14]=[CH:15][CH:16]=1. Procedure: 2-Aminonicotinonitrile is reacted with 1-benzyl-1H-tetrazole-5-carbonyl chloride in stoichiometric amounts in the presence of an acid acceptor (pyridine). The product is washed with water, brine, and dried over CaCl2 to yield 1-benzyl-N-(3-cyano-2-pyridyl)-1H-tetrazole-5-carboxamide. The benzyl protecting group is then removed by hydrogenolysis with 10% Pd/C. The product is stirred in water and N NaOH is added to produce the title compound upon lyophilization. The reactants are CC(CN)(C)N (2-methyl-1,2-propanediamine), CC(=CC(=O)O)C (3,3-dimethylacrylic acid), C(=O)([O-])[O-].[Na+].[Na+] (Na2CO3). Solvent: C1(=CC=CC=C1)C (toluene). The product is CC1(CC(N=CC(N1)(C)C)=O)C (4,4,6,6-tetramethyl-1,5-diazepin-2-one). RXN SMILES: [CH3:1][C:2]([NH2:6])([CH3:5])[CH2:3][NH2:4].[CH3:7][C:8]([CH3:13])=[CH:9][C:10](O)=[O:11].C([O-])([O-])=O.[Na+].[Na+]>C1(C)C=CC=CC=1>[CH3:7][C:8]1([CH3:13])[NH:6][C:2]([CH3:5])([CH3:1])[CH:3]=[N:4][C:10](=[O:11])[CH2:9]1 |f:2.3.4|. Procedure: 4.4 g 2-methyl-1,2-propanediamine, 6.0 g 3,3-dimethylacrylic acid and 8 ml toluene were mixed and heated at 140°-150° C. overnight. The mixture was cooled and poured into 80 ml of 5% Na2CO3 solution; then extracted 3 times with 50 ml aliquots of chloroform. The combined chloroform solutions were dried and concentrated. Upon recrystallization from hexane-benzene a yellow crystalline solid, m. pt 129°-132° C., is obtained. Starting materials: N (ammonia), ClC(=O)N1C2=C(NC(C3=C1C=CC=C3)=O)C=CC=N2 (11-(chlorocarbonyl)-5,11-dihydro-6H-pyrido[2,3-b][1,4]benzodiazepin-6-one), CN(CCCC1NCCCC1)C (2-[3-(dimethylamino)propyl]piperidine), CC(=O)C (acetone). The solvent is ClCCl.C1CCCCC1.CO (dichloromethane cyclohexane methanol), C(C)(=O)OCC (ethyl acetate). Yields the product CN(CCCC1N(CCCC1)C(=O)N1C2=C(NC(C3=C1C=CC=C3)=O)C=CC=N2)C (5,11-Dihydro-11-[[2-[3-(dimethylamino)propyl]-1-piperidinyl]carbonyl]-6H-pyrido[2,3-b][1,4]benzodiazepin-6-one). Isolated yield 51.0%. Reaction SMILES: Cl[C:2]([N:4]1[C:10]2[CH:11]=[CH:12][CH:13]=[CH:14][C:9]=2[C:8](=[O:15])[NH:7][C:6]2[CH:16]=[CH:17][CH:18]=[N:19][C:5]1=2)=[O:3].[CH3:20][N:21]([CH3:31])[CH2:22][CH2:23][CH2:24][CH:25]1[CH2:30][CH2:29][CH2:28][CH2:27][NH:26]1.CC(C)=O.N>ClCCl.C1CCCCC1.CO.C(OCC)(=O)C>[CH3:31][N:21]([CH3:20])[CH2:22][CH2:23][CH2:24][CH:25]1[CH2:30][CH2:29][CH2:28][CH2:27][N:26]1[C:2]([N:4]1[C:10]2[CH:11]=[CH:12][CH:13]=[CH:14][C:9]=2[C:8](=[O:15])[NH:7][C:6]2[CH:16]=[CH:17][CH:18]=[N:19][C:5]1=2)=[O:3] |f:4.5.6|. Procedure: Prepared analogously to Example 4 from 11-(chlorocarbonyl)-5,11-dihydro-6H-pyrido[2,3-b][1,4]benzodiazepin-6-one and 2-[3-(dimethylamino)propyl]piperidine in a yield of 51% of theory. Colourless crystals, m.p. 142°-144° C. (from acetone and ethyl acetate), Rf 0.7 (Macherey-Nagel, Polygram® SIL G/UV254, pre-coated plastic sheets for TLC; eluant: dichloromethane/cyclohexane/methanol/conc. ammonia 68/15/15/2, v/v/v/v) Starting materials: Cl (hydrochloric acid), IC1=CC=C(CBr)C=C1 (4-iodobenzyl bromide), [H-].[Na+] (sodium hydride), FC(CCC(C#N)C#N)(F)F ((3,3,3-trifluoropropyl)malononitrile). The solvent is CN(C=O)C (N,N-dimethylformamide), CN(C=O)C (N,N-dimethylformamide). Product: IC1=CC=C(CC(C#N)(C#N)CCC(F)(F)F)C=C1 (2-(4-iodobenzyl)-2-(3,3,3-trifluoropropyl)malononitrile). Isolated yield 22.9%. RXN SMILES: [I:1][C:2]1[CH:9]=[CH:8][C:5]([CH2:6]Br)=[CH:4][CH:3]=1.[H-].[Na+].[F:12][C:13]([F:22])([F:21])[CH2:14][CH2:15][CH:16]([C:19]#[N:20])[C:17]#[N:18].Cl>CN(C)C=O>[I:1][C:2]1[CH:9]=[CH:8][C:5]([CH2:6][C:16]([CH2:15][CH2:14][C:13]([F:12])([F:21])[F:22])([C:17]#[N:18])[C:19]#[N:20])=[CH:4][CH:3]=1 |f:1.2|. Reported procedure: First, 0.55 g of 4-iodobenzyl bromide was dissolved in 10 ml of N,N-dimethylformamide, to which the suspension of 0.11 g of sodium hydride (60% in oil) and 0.30 g of (3,3,3-trifluoropropyl)malononitrile in 5 ml of N,N-dimethylformamide was added dropwise, while stirring under ice cooling. After stirring for 4 hours at 0° C., 10% hydrochloric acid was added to the reaction mixture at room temperature, which was extracted with ethyl acetate. The organic layer was successively washed with water, a ... The reactants are [H][H] (hydrogen), Cl (hydrochloric acid), CC(C(C1=CN=C2C(=N1)C(=O)N=C(N2)N)O)O (biopterin), Cl (hydrochloric acid), [H][H] (hydrogen). Reagents/catalysts: [Pt]=O (platinum oxide). The product is Cl (hydrochloric acid), CC(C(C1CNC2=C(N1)C(=O)N=C(N2)N)O)O (tetrahydrobiopterin), 6R. Reaction SMILES: [H][H].[CH3:3][CH:4]([OH:19])[CH:5]([OH:18])[C:6]1[N:11]=[C:10]2[C:12]([N:14]=[C:15]([NH2:17])[NH:16][C:9]2=[N:8][CH:7]=1)=[O:13].[ClH:20]>[Pt]=O>[ClH:20].[CH3:3][CH:4]([OH:19])[CH:5]([OH:18])[CH:6]1[NH:11][C:10]2[C:12]([N:14]=[C:15]([NH2:17])[NH:16][C:9]=2[NH:8][CH2:7]1)=[O:13]. Reported procedure: There was dispersed 100 mg of platinum oxide into 100 ml of a 1N hydrochloric acid, and then the catalyst was activated with hydrogen gas. Then, 100 ml of 1N hydrochloric acid solution containing 1 g of biopterin was added to the above dispersion. After the catalytic reduction was conducted for 5 hours under normal temperature and normal pressure in a hydrogen atmosphere, the catalyst was filtered off from the reaction mixture to give a hydrochloric acid solution of tetrahydrobiopterin having a ... Reactants: CCOC(=O)CBr, O=C([O-])[O-], CC(C)=O, CC(=O)Nc1cccc2[nH]c(C)c(Sc3ccc(Cl)cc3)c12, [K+], [K+], O. Product: CCOC(=O)Cn1c(C)c(Sc2ccc(Cl)cc2)c2c(NC(C)=O)cccc21. RXN SMILES: [Br:33][CH2:34][C:35](=[O:36])[O:37][CH2:38][CH3:39].[C:23](=[O:24])([O-:25])[O-:26].[CH3:29][C:30](=[O:31])[CH3:32].[Cl:1][c:2]1[cH:3][cH:4][c:5]([S:8][c:9]2[c:10]([CH3:22])[nH:11][c:12]3[cH:13][cH:14][cH:15][c:16]([NH:18][C:19]([CH3:20])=[O:21])[c:17]23)[cH:6][cH:7]1.[K+:27].[K+:28].[OH2:40]>>[Cl:1][c:2]1[cH:3][cH:4][c:5]([S:8][c:9]2[c:10]([CH3:22])[n:11]([CH2:34][C:35](=[O:36])[O:37][CH2:38][CH3:39])[c:12]3[cH:13][cH:14][cH:15][c:16]([NH:18][C:19]([CH3:20])=[O:21])[c:17]23)[cH:6][cH:7]1. Reactants: [Br-], COC(=O)c1ccc(-c2ccc(OC)cc2)c(C)c1, CC#N, [K+], O. The product is COC(=O)c1ccc(-c2ccc(OC)c(Br)c2)c(C)c1. Reaction SMILES: [Br-:20].[CH3:1][O:2][c:3]1[cH:4][cH:5][c:6](-[c:9]2[c:10]([CH3:19])[cH:11][c:12]([C:15](=[O:16])[O:17][CH3:18])[cH:13][cH:14]2)[cH:7][cH:8]1.[CH3:22][C:23]#[N:24].[K+:21].[OH2:25]>>[CH3:1][O:2][c:3]1[cH:4][cH:5][c:6](-[c:9]2[c:10]([CH3:19])[cH:11][c:12]([C:15](=[O:16])[O:17][CH3:18])[cH:13][cH:14]2)[cH:7][c:8]1[Br:20].